Dataset: the Open Reaction Database (ORD), a public repository of structured organic reaction records. Task: describe an organic reaction: reactants, conditions, products, and yield Starting materials: COc1ccc2c(c1)c(C)cn2S(=O)(=O)c1ccc(OC)c(NC(C)=O)c1, CCO, Cl. The product is COc1ccc2c(c1)c(C)cn2S(=O)(=O)c1ccc(OC)c(N)c1. RXN SMILES: [C:1](=[O:2])([CH3:3])[NH:4][c:5]1[cH:6][c:7]([S:13](=[O:14])(=[O:15])[n:16]2[cH:17][c:18]([CH3:27])[c:19]3[cH:20][c:21]([O:25][CH3:26])[cH:22][cH:23][c:24]23)[cH:8][cH:9][c:10]1[O:11][CH3:12].[CH3:29][CH2:30][OH:31].[ClH:28]>>[NH2:4][c:5]1[cH:6][c:7]([S:13](=[O:14])(=[O:15])[n:16]2[cH:17][c:18]([CH3:27])[c:19]3[cH:20][c:21]([O:25][CH3:26])[cH:22][cH:23][c:24]23)[cH:8][cH:9][c:10]1[O:11][CH3:12]. Starting materials: COC1=CC=C(C=C1)B(O)O (4-methoxyphenyl boronic acid), BrC1=C2C3(C(N(C2=CC=C1)C(C1=CC=CC=C1)C1=CC=CC=C1)=O)COC1=CC2=C(OCCO2)C=C13 (4′-bromo-1′-(diphenylmethyl)-2,3-dihydrospiro[furo[2,3-g][1,4]benzodioxine-8,3′-indol]-2′(1′H)-one), N1=CC(=CC2=CC=CC=C12)B(O)O (quinolin-3-ylboronic acid), 4′-bromo-1-(pyridin-2-ylmethyl)-2,3-dihydrospiro[furo[2,3-g][1,4]benzodioxine-8,3′-indol]-2′(1′H)-one. Product: COC1=CC=C(C=C1)C1=C2C3(C(N(C2=CC=C1)CC1=NC=CC=C1)=O)COC=1C3=CC=3OCCOC3C1 (4′-(4-methoxyphenyl)-1′-(pyridin-2-ylmethyl)-3,7-dihydro-2H-spiro[benzofuro[5,6-b][1,4]dioxine-8,3′-indolin]-2′-one). RXN SMILES: [CH3:1][O:2][C:3]1[CH:8]=[CH:7][C:6](B(O)O)=[CH:5][CH:4]=1.[N:12]1C2C(=CC=CC=2)C=C(B(O)O)C=1.Br[C:26]1[CH:34]=[CH:33][CH:32]=[C:31]2[C:27]=1[C:28]1([C:60]3[C:51](=[CH:52][C:53]4[O:58][CH2:57][CH2:56][O:55][C:54]=4[CH:59]=3)[O:50][CH2:49]1)[C:29](=[O:48])[N:30]2[CH:35]([C:42]1[CH:47]=[CH:46][CH:45]=[CH:44]C=1)C1C=CC=CC=1>>[CH3:1][O:2][C:3]1[CH:8]=[CH:7][C:6]([C:26]2[CH:34]=[CH:33][CH:32]=[C:31]3[C:27]=2[C:28]2([C:60]4=[CH:59][C:54]5[O:55][CH2:56][CH2:57][O:58][C:53]=5[CH:52]=[C:51]4[O:50][CH2:49]2)[C:29](=[O:48])[N:30]3[CH2:35][C:42]2[CH:47]=[CH:46][CH:45]=[CH:44][N:12]=2)=[CH:5][CH:4]=1. Reported procedure: Following the procedure as described in EXAMPLE 2.46 and making non-critical variations using 4-methoxyphenyl boronic acid to replace quinolin-3-ylboronic acid, and 4′-bromo-1-(pyridin-2-ylmethyl)-2,3-dihydrospiro[furo[2,3-g][1,4]benzodioxine-8,3′-indol]-2′(1′H)-one to replace 4′-bromo-1′-(diphenylmethyl)-2,3-dihydrospiro[furo[2,3-g][1,4]benzodioxine-8,3′-indol]-2′(1′H)-one, 4′-(4-methoxyphenyl)-1′-(pyridin-2-ylmethyl)-3,7-dihydro-2H-spiro[benzofuro[5,6-b][1,4]dioxine-8,3′-indolin]-2′-one was ob... As a reaction SMILES: Cl[C:2]1[S:6][N:5]=[C:4]([S:7][CH3:8])[N:3]=1.[N+:9]([C:12]1[CH:13]=[C:14]([CH:17]=[CH:18][CH:19]=1)[CH2:15][OH:16])([O-:11])=[O:10].C(=O)([O-])[O-].[K+].[K+].[Cl-].[Na+]>CN(C)C=O>[N+:9]([C:12]1[CH:13]=[C:14]([CH:17]=[CH:18][CH:19]=1)[CH2:15][O:16][C:2]1[S:6][N:5]=[C:4]([S:7][CH3:8])[N:3]=1)([O-:11])=[O:10] |f:2.3.4,5.6|. Reported procedure: Into 4 ml of N,N-dimethylformamide were dissolved 334 mg of 5-chloro-3-methylthio-1,2,4-thiadiazole and 3-nitrobenzyl alcohol, 331 mg of potassium carbonate was added thereto under, and the reaction mixture was stirred for 4 hours at room temperature. The reaction mixture was added to saturated sodium chloride aqueous solution, and extracted with t-butyl methyl ether. The organic layer was concentrated, and the residue obtained was subjected to silica gel column chromatography to give 320 mg of ... The solvent is CN(C=O)C (N,N-dimethylformamide). The product is [N+](=O)([O-])C=1C=C(COC2=NC(=NS2)SC)C=CC1 (5-(3-nitrobenzyloxy)-3-methylthio-1,2,4-thiadiazole). Conditions: time 4 hour. The reactants are ClC1=NC(=NS1)SC (5-chloro-3-methylthio-1,2,4-thiadiazole), [N+](=O)([O-])C=1C=C(CO)C=CC1 (3-nitrobenzyl alcohol), C([O-])([O-])=O.[K+].[K+] (potassium carbonate), [Cl-].[Na+] (sodium chloride). The reactants are [BH3-]C#N, O=C([O-])O, C1CCOC1, CN, CO, COc1ccc2c(c1)C(c1ccc(Cl)c(Cl)c1)CC(=O)C2, Cl, [Na+], [Na+]. Yields the product CNC1Cc2ccc(OC)cc2C(c2ccc(Cl)c(Cl)c2)C1. RXN SMILES: [C:25](#[N:26])[BH3-:27].[C:36](=[O:37])([OH:38])[O-:39].[CH2:29]1[O:30][CH2:31][CH2:32][CH2:33]1.[CH3:23][NH2:24].[CH3:34][OH:35].[Cl:1][c:2]1[cH:3][c:4]([CH:9]2[CH2:10][C:11](=[O:21])[CH2:12][c:13]3[cH:14][cH:15][c:16]([O:19][CH3:20])[cH:17][c:18]32)[cH:5][cH:6][c:7]1[Cl:8].[ClH:22].[Na+:28].[Na+:40]>>[Cl:1][c:2]1[cH:3][c:4]([CH:9]2[CH2:10][CH:11]([NH:26][CH3:25])[CH2:12][c:13]3[cH:14][cH:15][c:16]([O:19][CH3:20])[cH:17][c:18]32)[cH:5][cH:6][c:7]1[Cl:8]. Starting materials: CSC1=C2C=CC=CC2=C(C2=CC=CC=C12)C=O (10-Methylthio-9-anthracenecarbaldehyde), ClC1=C2C=CC=CC2=C(C2=CC=CC=C12)C=O (10-chloro-9-anthracenecarbaldehyde), C(C)I (ethyl iodide). Yields the product C(C)SC1=C2C=CC=CC2=C(C2=CC=CC=C12)C=O (10-ethylthio-9-anthracenecarbaldehyde). RXN SMILES: [CH3:1][S:2][C:3]1[C:16]2[C:11](=[CH:12][CH:13]=[CH:14][CH:15]=2)[C:10]([CH:17]=[O:18])=[C:9]2[C:4]=1[CH:5]=[CH:6][CH:7]=[CH:8]2.Cl[C:20]1C2C(=CC=CC=2)C(C=O)=C2C=1C=CC=C2.C(I)C>>[CH2:1]([S:2][C:3]1[C:4]2[C:9](=[CH:8][CH:7]=[CH:6][CH:5]=2)[C:10]([CH:17]=[O:18])=[C:11]2[C:16]=1[CH:15]=[CH:14][CH:13]=[CH:12]2)[CH3:20]. Procedure details: Using the procedure described in 3A, 10-chloro-9-anthracenecarbaldehyde (Aldrich) and ethyl iodide (Fisher) gave an oil which solidified to give 10-ethylthio-9-anthracenecarbaldehyde mp 74°-75.5° (C, H, S). Reactants: CO, NNC(CO)CC1CCOCC1. Product: NC(CO)CC1CCOCC1. Reaction SMILES: [CH3:13][OH:14].[NH:1]([NH2:2])[CH:3]([CH2:4][OH:5])[CH2:6][CH:7]1[CH2:8][CH2:9][O:10][CH2:11][CH2:12]1>>[NH2:1][CH:3]([CH2:4][OH:5])[CH2:6][CH:7]1[CH2:8][CH2:9][O:10][CH2:11][CH2:12]1.